From a dataset of the Open Reaction Database (ORD), a public repository of structured organic reaction records. describe an organic reaction: reactants, conditions, products, and yield Starting materials: [H-].[Al+3].[Li+].[H-].[H-].[H-] (lithium aluminum hydride), ClC=1C=C(NC2=NC=CC=C2C(N)=O)C=CC1 (2-(3-chloroanilino)-3-carbamoylpyridine), O (H2O), [OH-].[Na+] (NaOH), O (H2O). Run in O1CCCC1 (tetrahydrofuran), O1CCCC1 (tetrahydrofuran), O1CCCC1 (tetrahydrofuran). Reaction conditions: time 18 hour. Yields the product ClC=1C=C(NC2=NC=CC=C2CN)C=CC1 (2-(3-chloroanilino)-3-aminomethylpyridine). Isolated yield 109.1%. RXN SMILES: [H-].[Al+3].[Li+].[H-].[H-].[H-].[Cl:7][C:8]1[CH:9]=[C:10]([CH:21]=[CH:22][CH:23]=1)[NH:11][C:12]1[C:17]([C:18](=O)[NH2:19])=[CH:16][CH:15]=[CH:14][N:13]=1.O.[OH-].[Na+]>O1CCCC1>[Cl:7][C:8]1[CH:9]=[C:10]([CH:21]=[CH:22][CH:23]=1)[NH:11][C:12]1[C:17]([CH2:18][NH2:19])=[CH:16][CH:15]=[CH:14][N:13]=1 |f:0.1.2.3.4.5,8.9|. Reported procedure: A suspension of lithium aluminum hydride (4.6 g, 121.2 mmoles) in tetrahydrofuran (300 ml) was heated to reflux. To this refluxing suspension, a solution of 2-(3-chloroanilino)-3-carbamoylpyridine (10.0 g, 40.4 mmole) in tetrahydrofuran (200 ml), (prepared, for example, as described in Example 3B), was slowly added dropwise. The reaction mixture was stirred for 18 hours and cooled to room temperature. Solutions of tetrahydrofuran and H2O (20 ml, 50:50), 20 ml of 10% NaOH and 20 ml of H2O were ad... The reactants are C1=CC=C(C=C1)P(C2=CC=CC=C2)C3=CC=CC=C3 (Ph3P), OCC=1C=C(C(=CC1)C1=CC=CC=C1)C#N (4-Hydroxymethyl-biphenyl-2-carbonitrile), C(Br)(Br)(Br)Br (CBr4). Solvent: C1CCOC1 (THF). Run at time 16 hour. Yields the product BrCC=1C=C(C(=CC1)C1=CC=CC=C1)C#N (4-Bromomethyl-biphenyl-2-carbonitrile). Reaction SMILES: O[CH2:2][C:3]1[CH:4]=[C:5]([C:15]#[N:16])[C:6]([C:9]2[CH:14]=[CH:13][CH:12]=[CH:11][CH:10]=2)=[CH:7][CH:8]=1.C1C=CC(P(C2C=CC=CC=2)C2C=CC=CC=2)=CC=1.C(Br)(Br)(Br)[Br:37]>C1COCC1>[Br:37][CH2:2][C:3]1[CH:4]=[C:5]([C:15]#[N:16])[C:6]([C:9]2[CH:14]=[CH:13][CH:12]=[CH:11][CH:10]=2)=[CH:7][CH:8]=1. Procedure: 5-Hydroxymethyl-biphenyl-2-carbonitrile from step 3 (1.3 g, 6.2 mmol) was dissolved in THF (31 ml) and treated with Ph3P (2.4 g, 9.3 mmol) followed by CBr4 (3 g, 9.3 mmol). The reaction was mixture stirred at room temp. for 16 hours. The solvent was removed in vacuo and the residue was purified by flash chromatography (10% EtOAc/Hexane) to yield the desired product. The reactants are C(C)(C)(C)OC(N[C@@H]1CC[C@H](CC1)CCN1CCC(CC1)C(C1=C(C=C(C=C1)Cl)Cl)=O)=O (Trans (4-{2-[4-(2,4-Dichloro-benzoyl)-piperidin-1-yl]-ethyl}-cyclohexyl)-carbamic acid tert-butyl ester), FC(C(=O)O)(F)F (trifluoroacetic acid). The product is N[C@@H]1CC[C@H](CC1)CCN1CCC(CC1)C(=O)C1=C(C=C(C=C1)Cl)Cl (Trans {1-[2-(4-Amino-cyclohexyl)-ethyl]-piperidin-4-yl}-(2,4-dichloro-phenyl)-methanone). RXN SMILES: C(OC(=O)[NH:7][C@H:8]1[CH2:13][CH2:12][C@H:11]([CH2:14][CH2:15][N:16]2[CH2:21][CH2:20][CH:19]([C:22](=[O:31])[C:23]3[CH:28]=[CH:27][C:26]([Cl:29])=[CH:25][C:24]=3[Cl:30])[CH2:18][CH2:17]2)[CH2:10][CH2:9]1)(C)(C)C.FC(F)(F)C(O)=O>>[NH2:7][C@H:8]1[CH2:13][CH2:12][C@H:11]([CH2:14][CH2:15][N:16]2[CH2:17][CH2:18][CH:19]([C:22]([C:23]3[CH:28]=[CH:27][C:26]([Cl:29])=[CH:25][C:24]=3[Cl:30])=[O:31])[CH2:20][CH2:21]2)[CH2:10][CH2:9]1. Reported procedure: The title compound was prepared as described on example 1 from Trans (4-{2-[4-(2,4-Dichloro-benzoyl)-piperidin-1-yl]-ethyl}-cyclohexyl)-carbamic acid tert-butyl ester and trifluoroacetic acid (m/e): 383.3 (M+H+). The reactants are Cl.Cl.N12C[C@@H](C(CC1)CC2)N ((R)-1-azabicyclo[2.2.2]oct-3-ylamine dihydrochloride), F\C(\C(=O)O)=C/C1=CC=CC=C1 (Z-2-fluoro-3-phenylpropenoic acid). Product: N12C[C@@H](C(CC1)CC2)NC(/C(=C/C2=CC=CC=C2)/F)=O ((R)-N-(1-Azabicyclo[2.2.2]oct-3-yl)(Z-2-fluoro-3-phenylpropenamide)). As a reaction SMILES: Cl.Cl.[N:3]12[CH2:10][CH2:9][CH:6]([CH2:7][CH2:8]1)[C@@H:5]([NH2:11])[CH2:4]2.[F:12]/[C:13](=[CH:17]\[C:18]1[CH:23]=[CH:22][CH:21]=[CH:20][CH:19]=1)/[C:14](O)=[O:15]>>[N:3]12[CH2:10][CH2:9][CH:6]([CH2:7][CH2:8]1)[C@@H:5]([NH:11][C:14](=[O:15])/[C:13](/[F:12])=[CH:17]/[C:18]1[CH:19]=[CH:20][CH:21]=[CH:22][CH:23]=1)[CH2:4]2 |f:0.1.2|. Procedure: Prepared as free base by a method analogous to that described in Example 1 from (R)-1-azabicyclo[2.2.2]oct-3-ylamine dihydrochloride and Z-2-fluoro-3-phenylpropenoic acid; MS (ES+) 275 (MH+).